This data is from the Open Reaction Database (ORD), a public repository of structured organic reaction records. The task is: describe an organic reaction: reactants, conditions, products, and yield Reactants: CCOC(C)=O, C=C(C)c1cc(CCl)cc(N(C)S(C)(=O)=O)c1, [N-]=[N+]=[N-], [Na+], CN(C)C=O, O. Yields the product C=C(C)c1cc(CN=[N+]=[N-])cc(N(C)S(C)(=O)=O)c1. RXN SMILES: [CH3:23][CH2:24][O:25][C:26]([CH3:27])=[O:28].[Cl:1][CH2:2][c:3]1[cH:4][c:5]([N:12]([S:13](=[O:14])(=[O:15])[CH3:16])[CH3:17])[cH:6][c:7]([C:9](=[CH2:10])[CH3:11])[cH:8]1.[N-:18]=[N+:19]=[N-:20].[Na+:21].[O:29]=[CH:30][N:31]([CH3:32])[CH3:33].[OH2:22]>>[CH2:2]([c:3]1[cH:4][c:5]([N:12]([S:13](=[O:14])(=[O:15])[CH3:16])[CH3:17])[cH:6][c:7]([C:9](=[CH2:10])[CH3:11])[cH:8]1)[N:18]=[N+:19]=[N-:20].